From a dataset of the Open Reaction Database (ORD), a public repository of structured organic reaction records. describe an organic reaction: reactants, conditions, products, and yield Reactants: C(=O)(Cl)Cl (phosgene), C1OC2=C(C=CC=C2)O1 (1,2-methylenedioxybenzene), CN(C1=CC=CC=C1)C=O (N-methylformanilide), ice water. Reaction conditions: temperature 70 celsius, time 1 hour. Yields the product C1OC2=C(C=CC=C2)O1 (1,2-methylenedioxybenzene), C1=CC2=C(C=C1C=O)OCO2 (piperonal). As a reaction SMILES: [CH2:1]1[O:9][C:4]2[CH:5]=[CH:6][CH:7]=[CH:8][C:3]=2[O:2]1.CN([CH:18]=[O:19])C1C=CC=CC=1.C(Cl)(Cl)=O>>[CH2:1]1[O:9][C:4]2[CH:5]=[CH:6][CH:7]=[CH:8][C:3]=2[O:2]1.[CH:6]1[C:7]([CH:18]=[O:19])=[CH:8][C:3]2[O:2][CH2:1][O:9][C:4]=2[CH:5]=1. Procedure details: Into a mixture of 97.7 g (0.80 mole) of 1,2-methylenedioxybenzene and 108 g (0.80 mole) of N-methylformanilide was introduced 80.0 g (0.81 mole) of phosgene at 50° C. over a 1-hour period. Then, the reaction mixture was heated at 70° C. for 5 hours, poured into ice water, and allowed to stand for 1 hour. Thereafter, the resulting mixture was treated in the same manner as in Example 1 to obtain 48.0 g (0.393 mole) of 1,2-methylenedioxybenzene and 58.9 g (0.392 mole) of piperonal. The yield and se... Reactants: CN(C)CC1=CC=2CN(CCC2O1)C(C1=CC=C(C=C1)C1=CC=CC=C1)=O (N,N-Dimethyl-[5-(4-phenylbenzoyl)-4,5,6,7-tetrahydrofuro[3,2-c]pyridin-2-ylmethyl]amine), Cl (hydrogen chloride). Solvent: CO (methanol), C(C)(=O)OCC (ethyl acetate). The product is Cl.CN(C)CC1=CC=2CN(CCC2O1)C(C1=CC=C(C=C1)C1=CC=CC=C1)=O (N,N-dimethyl-[5-(4-phenylbenzoyl)-4,5,6,7-tetrahydrofuro[3,2-c]pyridin-2-ylmethyl]amine hydrochloride). As a reaction SMILES: [CH3:1][N:2]([CH2:4][C:5]1[O:13][C:12]2[CH2:11][CH2:10][N:9]([C:14](=[O:27])[C:15]3[CH:20]=[CH:19][C:18]([C:21]4[CH:26]=[CH:25][CH:24]=[CH:23][CH:22]=4)=[CH:17][CH:16]=3)[CH2:8][C:7]=2[CH:6]=1)[CH3:3].[ClH:28]>CO.C(OCC)(=O)C>[ClH:28].[CH3:3][N:2]([CH2:4][C:5]1[O:13][C:12]2[CH2:11][CH2:10][N:9]([C:14](=[O:27])[C:15]3[CH:16]=[CH:17][C:18]([C:21]4[CH:22]=[CH:23][CH:24]=[CH:25][CH:26]=4)=[CH:19][CH:20]=3)[CH2:8][C:7]=2[CH:6]=1)[CH3:1] |f:4.5|. Reported procedure: N,N-Dimethyl-[5-(4-phenylbenzoyl)-4,5,6,7-tetrahydrofuro[3,2-c]pyridin-2-ylmethyl]amine 0.140 g was dissolved in 2 ml of methanol; hydrogen chloride in ethyl acetate was added in excess, followed by stirring. After this mixture was concentrated, the resulting crude product was recrystallized from diethyl ether-ethanol to yield the desired product. Reactants: FC(C=1C=C(C=C(C1)C(F)(F)F)[C@@H](C)O[C@@H]1[C@H]([C@@H](CC1)N)C1=CC=C(C=C1)F)(F)F (racemic 1-(S)-(1-(R)-(3,5-bis(trifluoromethyl)phenyl)ethoxy)-2-(S)-(4-fluorophenyl)-3-(R)-aminocyclopentane), Cl.N1=CC(=CC=C1)CCl (3-picolyl chloride hydrochloride), CCN(C(C)C)C(C)C (DIPEA), O (water). Run in C(C)#N (acetonitrile). Run at temperature 50 celsius. Yields the product FC(C=1C=C(C=C(C1)C(F)(F)F)[C@@H](C)O[C@@H]1[C@H]([C@@H](CC1)NCC=1C=NC=CC1)C1=CC=C(C=C1)F)(F)F (1-(S)-(1-(R)-(3,5-Bis(trifluoromethyl)phenyl)ethoxy)-2-(S)-(4-fluorophenyl)-3-(R)-((pyridin-3-yl)methylamino)cyclopentane). RXN SMILES: [F:1][C:2]([F:30])([F:29])[C:3]1[CH:4]=[C:5]([C@H:13]([O:15][C@H:16]2[CH2:20][CH2:19][C@@H:18]([NH2:21])[C@@H:17]2[C:22]2[CH:27]=[CH:26][C:25]([F:28])=[CH:24][CH:23]=2)[CH3:14])[CH:6]=[C:7]([C:9]([F:12])([F:11])[F:10])[CH:8]=1.Cl.[N:32]1[CH:37]=[CH:36][CH:35]=[C:34]([CH2:38]Cl)[CH:33]=1.CCN(C(C)C)C(C)C.O>C(#N)C>[F:30][C:2]([F:1])([F:29])[C:3]1[CH:4]=[C:5]([C@H:13]([O:15][C@H:16]2[CH2:20][CH2:19][C@@H:18]([NH:21][CH2:38][C:34]3[CH:33]=[N:32][CH:37]=[CH:36][CH:35]=3)[C@@H:17]2[C:22]2[CH:27]=[CH:26][C:25]([F:28])=[CH:24][CH:23]=2)[CH3:14])[CH:6]=[C:7]([C:9]([F:10])([F:11])[F:12])[CH:8]=1 |f:1.2|. Reported procedure: To a solution of 75 mg of non-racemic 1-(S)-(1-(R)-(3,5-bis(trifluoromethyl)phenyl)ethoxy)-2-(S)-(4-fluorophenyl)-3-(R)-aminocyclopentane from Example 39 in 2 mL of acetonitrile was added 34 mg of 3-picolyl chloride hydrochloride and 0.090 mL of DIPEA. The reaction was heated at 50° C. for 3 days and then poured into water and extract twice with ethyl acetate. The organic layers were washed with a portion of brine, combined, dried over sodium sulfate and evaporated. The residue was purified on a... Starting materials: NN=CC1=CC=C(CNCCC(=O)NC(CC(=O)OCC)C=2C=NC=CC2)C=C1 (Ethyl β-[[3-[4-(aminoiminomethyl)benzyl]aminopropanoyl]amino]3-pyridine-propanoate), [OH-].[Li+] (lithium hydroxide). The solvent is CO (methanol). Yields the product NN=CC1=CC=C(CNCCC(=O)NC(CC(=O)O)C=2C=NC=CC2)C=C1 (β-[[3-[4-(aminoiminomethyl)benzyl]aminopropanoyl]amino]-3-pyridinepropanoic acid). Yield: 76.9%. As a reaction SMILES: [NH2:1][N:2]=[CH:3][C:4]1[CH:29]=[CH:28][C:7]([CH2:8][NH:9][CH2:10][CH2:11][C:12]([NH:14][CH:15]([C:22]2[CH:23]=[N:24][CH:25]=[CH:26][CH:27]=2)[CH2:16][C:17]([O:19]CC)=[O:18])=[O:13])=[CH:6][CH:5]=1.[OH-].[Li+]>CO>[NH2:1][N:2]=[CH:3][C:4]1[CH:5]=[CH:6][C:7]([CH2:8][NH:9][CH2:10][CH2:11][C:12]([NH:14][CH:15]([C:22]2[CH:23]=[N:24][CH:25]=[CH:26][CH:27]=2)[CH2:16][C:17]([OH:19])=[O:18])=[O:13])=[CH:28][CH:29]=1 |f:1.2|. Reported procedure: Ethyl β-[[3-[4-(aminoiminomethyl)benzyl]aminopropanoyl]amino]3-pyridine-propanoate (70 mg) was treated with 1N lithium hydroxide and methanol (1:1; 20 ml) for 5 min. Methanol was removed under reduced pressure and the residue was purified by HPLC using acetonitrile/water/trifluoroacetic acid system. The desired fractions were collected and lyophilized to give 50 mg of white material (77% yield). FAB-MS: MH+ =370.3.